This data is from the Open Reaction Database (ORD), a public repository of structured organic reaction records. The task is: describe an organic reaction: reactants, conditions, products, and yield Starting materials: ClCC1=NC(=NO1)C=1N=CN2C1[C@H]1N(C(C3=C2C=CC=C3)=O)CCC1 ((S)-1-(5-chloromethyl-1,2,4-oxadiazol-3-yl)-11,12,13,13a-tetrahydro-9H-imidazo[1,5-a]pyrrolo[2,1-c][1,4]benzodiazepin-9-one), C(CC)NCCC (dipropylamine). Solvent: CN(C=O)C (N,N-dimethylformamide). Run at time 2 hour. The product is C(CC)N(CCC)CC1=NC(=NO1)C=1N=CN2C1[C@H]1N(C(C3=C2C=CC=C3)=O)CCC1 ((S)-1-(5-dipropylaminomethyl-1,2,4-oxadiazol-3-yl)-11,12,13,13a-tetrahydro-9H-imidazo[1,5-a]pyrrolo[2,1-c][1,4]benzodiazepin-9-one). The yield is 99.9%. RXN SMILES: Cl[CH2:2][C:3]1[O:7][N:6]=[C:5]([C:8]2[N:9]=[CH:10][N:11]3[C:17]4[CH:18]=[CH:19][CH:20]=[CH:21][C:16]=4[C:15](=[O:22])[N:14]4[CH2:23][CH2:24][CH2:25][C@H:13]4[C:12]=23)[N:4]=1.[CH2:26]([NH:29][CH2:30][CH2:31][CH3:32])[CH2:27][CH3:28]>CN(C)C=O>[CH2:26]([N:29]([CH2:2][C:3]1[O:7][N:6]=[C:5]([C:8]2[N:9]=[CH:10][N:11]3[C:17]4[CH:18]=[CH:19][CH:20]=[CH:21][C:16]=4[C:15](=[O:22])[N:14]4[CH2:23][CH2:24][CH2:25][C@H:13]4[C:12]=23)[N:4]=1)[CH2:30][CH2:31][CH3:32])[CH2:27][CH3:28]. Reported procedure: A solution of 711 mg (2.0 mmol) of (S)-1-(5-chloromethyl-1,2,4-oxadiazol-3-yl)-11,12,13,13a-tetrahydro-9H-imidazo[1,5-a]pyrrolo[2,1-c][1,4]benzodiazepin-9-one in 10 ml of N,N-dimethylformamide was treated with 0.82 ml (6.0 mmol) of dipropylamine and stirred at room temperature under argon for 2 hrs. The solution was evaporated, the residue was triturated in 10 ml of water and the crystals were filtered off. The crude product was chromatographed on 30 g of silica gel (methylene chloride/acetone 9... Reactants: NN1C(C2=CC=CC=C2C(=N1)N1CCOCC1)=O (2-amino-4-morpholinophthalazin-1(2H)-one), FC(OC1=CC=C(C=C1)CC(=O)O)(F)F (2-[4-(trifluoromethoxy)phenyl]acetic acid). Product: N1(CCOCC1)C1=NN(C(C2=CC=CC=C12)=O)NC(CC1=CC=C(C=C1)OC(F)(F)F)=O (N-[4-(morpholin-4-yl)-1-oxophthalazin-2(1H)-yl]-2-[4-(trifluoromethoxy)phenyl]acetamide). As a reaction SMILES: [NH2:1][N:2]1[N:11]=[C:10]([N:12]2[CH2:17][CH2:16][O:15][CH2:14][CH2:13]2)[C:9]2[C:4](=[CH:5][CH:6]=[CH:7][CH:8]=2)[C:3]1=[O:18].[F:19][C:20]([F:33])([F:32])[O:21][C:22]1[CH:27]=[CH:26][C:25]([CH2:28][C:29](O)=[O:30])=[CH:24][CH:23]=1>>[N:12]1([C:10]2[C:9]3[C:4](=[CH:5][CH:6]=[CH:7][CH:8]=3)[C:3](=[O:18])[N:2]([NH:1][C:29](=[O:30])[CH2:28][C:25]3[CH:26]=[CH:27][C:22]([O:21][C:20]([F:32])([F:19])[F:33])=[CH:23][CH:24]=3)[N:11]=2)[CH2:17][CH2:16][O:15][CH2:14][CH2:13]1. Reported procedure: The product of Example 1B and 2-[4-(trifluoromethoxy)phenyl]acetic acid were treated using a method similar to that described in Example 111 to give the title compound. 1H NMR (500 MHz, DMSO-d6/Deuterium Oxide) δ ppm 8.31 (dd, J=7.9, 1.3 Hz, 1H), 8.03 (d, J=8.0 Hz, 1H), 7.97-8.01 (m, 1H), 7.89-7.93 (m, 1H), 7.50-7.52 (m, 2H), 7.34-7.37 (m, 2H), 3.80-3.84 (m, 4H), 3.75 (s, 2H), 3.07-3.11 (m, 2H); MS (ESI+) M/Z 449 (M+H)+. Reactants: NC[C@]1(C[C@H](CCC1)NC1=NC(=NC=C1F)Cl)O ((1S,3S)-1-(aminomethyl)-3-(2-chloro-5-fluoropyrimidin-4-ylamino)cyclohexanol), NC[C@]1(C[C@H](CCC1)NC1=NC(=NC=C1F)Cl)O ((1S,3S)-1-(aminomethyl)-3-(2-chloro-5-fluoropyrimidin-4-ylamino)cyclohexanol), Cl (HCl), CCN(C(C)C)C(C)C (DIPEA), C(C)(=O)Cl (acetyl chloride), [OH-].[Na+] (NaOH). Run in ClCCl (dichloromethane). Conditions: time 5 minute. Yields the product ClC1=NC=C(C(=N1)N[C@@H]1C[C@](CCC1)(O)CNC(C)=O)F (N-{[(1S,3S)-3-(2-chloro-5-fluoropyrimidin-4-ylamino)-1-hydroxycyclo-hexyl]methyl}acetamide). Reaction SMILES: [NH2:1][CH2:2][C@:3]1([OH:18])[CH2:8][CH2:7][CH2:6][C@H:5]([NH:9][C:10]2[C:15]([F:16])=[CH:14][N:13]=[C:12]([Cl:17])[N:11]=2)[CH2:4]1.CCN(C(C)C)C(C)C.[C:28](Cl)(=[O:30])[CH3:29].Cl.[OH-].[Na+]>ClCCl>[Cl:17][C:12]1[N:11]=[C:10]([NH:9][C@H:5]2[CH2:6][CH2:7][CH2:8][C@:3]([CH2:2][NH:1][C:28](=[O:30])[CH3:29])([OH:18])[CH2:4]2)[C:15]([F:16])=[CH:14][N:13]=1 |f:4.5|. Procedure: (1S,3S)-1-(aminomethyl)-3-(2-chloro-5-fluoropyrimidin-4-ylamino)cyclohexanol, 46b, (0.19 g, 0.69 mmol) was dissolved in dichloromethane (15 mL) and treated with DIPEA (1.20 mL, 6.91 mmol) and acetyl chloride (0.10 mL, 1.38 mmol). After 5 minutes, the reaction mixture was diluted into 1N HCl (30 mL), and the aqueous layer was brought to a basic pH by addition of 1N NaOH. The resulting suspension was extracted with dichloromethane (50 mL). The organic layer was dried on Na2SO4 and concentrated in ... Starting materials: C(C)O (ethanol), BrC/C=C/C(=O)OC (methyl 4-bromocrotonate), S(C)(=O)(=O)O.NC1=NC(=NC(=C1)Cl)S (4-Amino-6-chloro-2-mercaptopyrimidine mesylate). Run in [OH-].[Na+] (sodium hydroxide). Conditions: time 8.5 hour. Product: COC(\C=C\CSC1=NC(=CC(=N1)N)Cl)=O ((E)-4-[(4-Amino-6-chloro-2-pyrimidinyl)thio]-2-butenoic acid methyl ester). RXN SMILES: S(O)(=O)(=O)C.[NH2:6][C:7]1[CH:12]=[C:11]([Cl:13])[N:10]=[C:9]([SH:14])[N:8]=1.C(O)C.Br[CH2:19]/[CH:20]=[CH:21]/[C:22]([O:24][CH3:25])=[O:23]>[OH-].[Na+]>[CH3:25][O:24][C:22](=[O:23])/[CH:21]=[CH:20]/[CH2:19][S:14][C:9]1[N:8]=[C:7]([NH2:6])[CH:12]=[C:11]([Cl:13])[N:10]=1 |f:0.1,4.5|. Procedure details: 4-Amino-6-chloro-2-mercaptopyrimidine mesylate (0.30 g, 1.16 mmol) is dissolved in 3.25N sodium hydroxide (2 ml) and ethanol (1 ml) at ambient temperature followed by the addition of methyl 4-bromocrotonate (0.16 ml, 1.40 mmol). The reaction is stirred for 2 to 15 hours, quenched with excess water, extracted with methylene chloride (2×25 ml). The extracts are combined, washed with saline (25 ml), dried over sodium sulfate, concentrated in vacuo and recrystallized from hexane/ethyl acetate to giv...